From a dataset of the Open Reaction Database (ORD), a public repository of structured organic reaction records. describe an organic reaction: reactants, conditions, products, and yield The reactants are Cc1cn2c(NCCNc3ccc(C#N)cn3)nc(Cl)cc2n1, OB(O)c1ccc(Cl)cc1Cl. Yields the product Cc1cn2c(NCCNc3ccc(C#N)cn3)nc(-c3ccc(Cl)cc3Cl)cc2n1. RXN SMILES: [Cl:1][c:2]1[cH:3][c:4]2[n:5]([c:6]([NH:8][CH2:9][CH2:10][NH:11][c:12]3[n:13][cH:14][c:15]([C:16]#[N:17])[cH:18][cH:19]3)[n:7]1)[cH:20][c:21]([CH3:23])[n:22]2.[Cl:24][c:25]1[c:26]([B:32]([OH:33])[OH:34])[cH:27][cH:28][c:29]([Cl:31])[cH:30]1>>[c:2]1(-[c:26]2[c:25]([Cl:24])[cH:30][c:29]([Cl:31])[cH:28][cH:27]2)[cH:3][c:4]2[n:5]([c:6]([NH:8][CH2:9][CH2:10][NH:11][c:12]3[n:13][cH:14][c:15]([C:16]#[N:17])[cH:18][cH:19]3)[n:7]1)[cH:20][c:21]([CH3:23])[n:22]2. Reactants: CCOC(=O)C=P(c1ccccc1)(c1ccccc1)c1ccccc1, CCOC(C)=O, C1COCCO1, CCOC(C)=O, CCCCCCC, CC(C=O)c1ccc(Cl)cc1. Product: CCOC(=O)C=CC(C)c1ccc(Cl)cc1. Reaction SMILES: [C:12](=[O:13])([O:14][CH2:15][CH3:16])[CH:17]=[P:18]([c:19]1[cH:20][cH:21][cH:22][cH:23][cH:24]1)([c:25]1[cH:26][cH:27][cH:28][cH:29][cH:30]1)[c:31]1[cH:32][cH:33][cH:34][cH:35][cH:36]1.[C:49]([O:50][CH2:51][CH3:52])(=[O:53])[CH3:54].[CH2:37]1[O:38][CH2:39][CH2:40][O:41][CH2:42]1.[CH3:43][CH2:44][O:45][C:46](=[O:47])[CH3:48].[CH3:55][CH2:56][CH2:57][CH2:58][CH2:59][CH2:60][CH3:61].[Cl:1][c:2]1[cH:3][cH:4][c:5]([CH:8]([CH:9]=[O:10])[CH3:11])[cH:6][cH:7]1>>[Cl:1][c:2]1[cH:3][cH:4][c:5]([CH:8]([CH:9]=[CH:17][C:12](=[O:13])[O:14][CH2:15][CH3:16])[CH3:11])[cH:6][cH:7]1. The reactants are BrC1=C(C=CC(=C1)OC)N(C(=O)C=1SC(=CC1)C)C(=O)C=1SC(=CC1)C (N-(2-bromo-4-methoxyphenyl)-5-methyl-N-(5-methylthiophene-2-carbonyl)thiophene-2-carboxamide). The reagents and catalysts are CC(C)([P](C(C)(C)C)([Pd][P](C(C)(C)C)(C(C)(C)C)C(C)(C)C)C(C)(C)C)C (bis(tri-tert-butylphosphine)palladium). Product: COC1=CC=2C3=C(C(NC2C=C1)=O)SC(=C3)C (8-Methoxy-2-methylthieno[2,3-c]quinolin-4(5H)-one). Yield: 481.8%. Reaction SMILES: Br[C:2]1[CH:7]=[C:6]([O:8][CH3:9])[CH:5]=[CH:4][C:3]=1[N:10]([C:19]([C:21]1[S:22][C:23]([CH3:26])=[CH:24][CH:25]=1)=[O:20])C(C1SC(C)=CC=1)=O>CC(C)([P](C(C)(C)C)([Pd][P](C(C)(C)C)(C(C)(C)C)C(C)(C)C)C(C)(C)C)C>[CH3:9][O:8][C:6]1[CH:7]=[CH:2][C:3]2[NH:10][C:19](=[O:20])[C:21]3[S:22][C:23]([CH3:26])=[CH:24][C:25]=3[C:4]=2[CH:5]=1 |^1:29,35|. Procedure details: Following Step 3 from General Procedure A, N-(2-bromo-4-methoxyphenyl)-5-methyl-N-(5-methylthiophene-2-carbonyl)thiophene-2-carboxamide (500 mg, 1.1 mmol) was reacted with bis(tri-tert-butylphosphine)palladium (45 mg, 0.089 mmol) to afford the desired product (1.3 g, 48%) as a green solid: ESI MS m/z 246 [C13H11NO2S+H]+.